Dataset: the Open Reaction Database (ORD), a public repository of structured organic reaction records. Task: describe an organic reaction: reactants, conditions, products, and yield RXN SMILES: [CH2:1]([N:4]1[C:12](=[O:13])[C:11]2[N:10]([CH2:14][O:15][CH2:16][CH2:17][Si:18]([CH3:21])([CH3:20])[CH3:19])[C:9]([C:22]3[CH:23]=[N:24][NH:25][CH:26]=3)=[N:8][C:7]=2[N:6]([CH2:27][O:28][CH2:29][CH2:30][Si:31]([CH3:34])([CH3:33])[CH3:32])[C:5]1=[O:35])[CH2:2][CH3:3].Br[CH2:37][C:38]#[C:39][C:40]1[CH:45]=[CH:44][C:43]([CH3:46])=[CH:42][CH:41]=1.C(=O)([O-])[O-].[K+].[K+]>CC(C)=O>[CH2:1]([N:4]1[C:12](=[O:13])[C:11]2[N:10]([CH2:14][O:15][CH2:16][CH2:17][Si:18]([CH3:21])([CH3:20])[CH3:19])[C:9]([C:22]3[CH:23]=[N:24][N:25]([CH2:37][C:38]#[C:39][C:40]4[CH:45]=[CH:44][C:43]([CH3:46])=[CH:42][CH:41]=4)[CH:26]=3)=[N:8][C:7]=2[N:6]([CH2:27][O:28][CH2:29][CH2:30][Si:31]([CH3:33])([CH3:32])[CH3:34])[C:5]1=[O:35])[CH2:2][CH3:3] |f:2.3.4|. The product is C(CC)N1C(N(C=2N=C(N(C2C1=O)COCC[Si](C)(C)C)C=1C=NN(C1)CC#CC1=CC=C(C=C1)C)COCC[Si](C)(C)C)=O (1-propyl-8-[1-(3-p-tolyl-prop-2-ynyl)-1H-pyrazol-4-yl]-3,7-bis-(2-trimethylsilanyl-ethoxymethyl)-3,7-dihydro-purine-2,6-dione). The yield is 30.0%. Run in CC(=O)C (acetone). Reactants: C(CC)N1C(N(C=2N=C(N(C2C1=O)COCC[Si](C)(C)C)C=1C=NNC1)COCC[Si](C)(C)C)=O (1-propyl-8-(1H-pyrazol-4-yl)-3,7-bis-(2-trimethylsilanyl-ethoxymethyl)-3,7-dihydro-purine-2,6-dione), BrCC#CC1=CC=C(C=C1)C (1-(3-bromo-prop-1-ynyl)-4-methyl-benzene), C([O-])([O-])=O.[K+].[K+] (potassium carbonate). Reported procedure: A mixture of 1-propyl-8-(1H-pyrazol-4-yl)-3,7-bis-(2-trimethylsilanyl-ethoxymethyl)-3,7-dihydro-purine-2,6-dione (prepared as per literature procedure US20080194593) (0.1 g, 0.18 mmol), 1-(3-bromo-prop-1-ynyl)-4-methyl-benzene (prepared according to example E1) (0.039 g, 0.18 mmol), potassium carbonate (0.051 g, 0.37 mmol), and acetone (10 ml) were heated at 50-55° C. for 16 hours. Reaction mixture was cooled to 20-25° C. and filtered off. The filtrate was evaporated and residue was purified by ... Conditions: temperature 52.5 celsius. Reactants: COc1ccc(N(CCBr)CCBr)cc1, CCOC(C)=O, C=Cc1c(N)c(C)c(C)c2c1C(=O)C(C)(C)O2, [Na+], CN(C)C=O, O, O=C([O-])O. The product is C=Cc1c2c(c(C)c(C)c1N1CCN(c3ccc(OC)cc3)CC1)OC(C)(C)C2=O. As a reaction SMILES: [Br:1][CH2:2][CH2:3][N:4]([c:5]1[cH:6][cH:7][c:8]([O:11][CH3:12])[cH:9][cH:10]1)[CH2:13][CH2:14][Br:15].[CH3:43][CH2:44][O:45][C:46](=[O:47])[CH3:48].[NH2:26][c:27]1[c:28]([CH3:42])[c:29]([CH3:41])[c:30]2[c:31]([c:38]1[CH:39]=[CH2:40])[C:32](=[O:37])[C:33]([CH3:35])([CH3:36])[O:34]2.[Na+:16].[O:21]=[CH:22][N:23]([CH3:24])[CH3:25].[OH2:49].[OH:17][C:18](=[O:19])[O-:20]>>[CH2:2]1[CH2:3][N:4]([c:5]2[cH:6][cH:7][c:8]([O:11][CH3:12])[cH:9][cH:10]2)[CH2:13][CH2:14][N:26]1[c:27]1[c:28]([CH3:42])[c:29]([CH3:41])[c:30]2[c:31]([c:38]1[CH:39]=[CH2:40])[C:32](=[O:37])[C:33]([CH3:35])([CH3:36])[O:34]2. The reactants are Cl.N1C=NCC(C1)C(=O)O (1,4,5,6-Tetrahydropyrimidine-5-carboxylic acid hydrochloride), C(C1=CC=CC=C1)O (benzyl alcohol), S(=O)(Cl)Cl (thionyl chloride), C(C)OCC (ethyl ether). Reaction conditions: temperature 80 celsius. The product is Cl.N1C=NCC(C1)C(=O)OCC1=CC=CC=C1 (Benzyl 1,4,5,6-Tetrahydropyrimidine-5-carboxylate Hydrochloride). The yield is 76.0%. As a reaction SMILES: Cl.[NH:2]1[CH2:7][CH:6]([C:8]([OH:10])=[O:9])[CH2:5][N:4]=[CH:3]1.S(Cl)([Cl:13])=O.C(OCC)C.[CH2:20](O)[C:21]1[CH:26]=[CH:25][CH:24]=[CH:23][CH:22]=1>>[ClH:13].[NH:4]1[CH2:5][CH:6]([C:8]([O:10][CH2:20][C:21]2[CH:26]=[CH:25][CH:24]=[CH:23][CH:22]=2)=[O:9])[CH2:7][N:2]=[CH:3]1 |f:0.1,5.6|. Procedure: 1,4,5,6-Tetrahydropyrimidine-5-carboxylic acid hydrochloride (1.0 g, 6.1 mmol) was suspended in dry benzyl alcohol (20 ml). To the mixture was added thionyl chloride (0.76 g, 6.39 mmol) and the resulting mixture was heated in an oil bath at 80° C. for 24h. The clear solution was poured to anhydrous ethyl ether (100 ml) to induce precipitation. The white solids were collected and crystallized from methanol/THF to give 1.18 g (76%) of product (mp 113°-114° C.). 300 MHz nmr indicated the product. M...